Dataset: the Open Reaction Database (ORD), a public repository of structured organic reaction records. Task: describe an organic reaction: reactants, conditions, products, and yield The reactants are COC1=CC(=NC2=CC=CC=C12)NCCCNC(=O)C=1N(C2=CC(=CC(=C2C1)Cl)Cl)CC1=CC=CC=C1 (1-benzyl-4,6-dichloro-1H-indole-2-carboxylic acid [3-(4-methoxy-quinolin-2-ylamino)-propyl]-amide), Cl (hydrochloric acid). The solvent is O1CCCC1 (tetrahydrofuran). Conditions: time 1 hour. Yields the product C(C1=CC=CC=C1)N1C(=CC2=C(C=C(C=C12)Cl)Cl)CNCCCNC1=NC2=CC=CC=C2C(=C1)OC (N-(1-benzyl-4,6-dichloro-1H-indol-2-ylmethyl)-N′-(4-methoxyquinolin-2-yl)propane-1,3-diamine). RXN SMILES: [CH3:1][O:2][C:3]1[C:12]2[C:7](=[CH:8][CH:9]=[CH:10][CH:11]=2)[N:6]=[C:5]([NH:13][CH2:14][CH2:15][CH2:16][NH:17][C:18]([C:20]2[N:21]([CH2:31][C:32]3[CH:37]=[CH:36][CH:35]=[CH:34][CH:33]=3)[C:22]3[C:27]([CH:28]=2)=[C:26]([Cl:29])[CH:25]=[C:24]([Cl:30])[CH:23]=3)=O)[CH:4]=1.Cl>O1CCCC1>[CH2:31]([N:21]1[C:22]2[C:27](=[C:26]([Cl:29])[CH:25]=[C:24]([Cl:30])[CH:23]=2)[CH:28]=[C:20]1[CH2:18][NH:17][CH2:16][CH2:15][CH2:14][NH:13][C:5]1[CH:4]=[C:3]([O:2][CH3:1])[C:12]2[C:7](=[CH:8][CH:9]=[CH:10][CH:11]=2)[N:6]=1)[C:32]1[CH:37]=[CH:36][CH:35]=[CH:34][CH:33]=1. Procedure details: A solution of 1-benzyl-4,6-dichloro-1H-indole-2-carboxylic acid [3-(4-methoxy-quinolin-2-ylamino)-propyl]-amide (200 mg, 0.37 mmol) [from example 12] in anhydrous tetrahydrofuran (15 ml) was treated with 1 N borane-tetrahydrofuran complex (1.1 ml, 1.1 mmol). The solution was heated a reflux for 24 hours then cooled to ambient temperature. Treated with the dropwise addition of concentrated hydrochloric acid (1 ml) then stirred for 1 hour. Evaporated under reduced pressure to a residue and taken i... Product: CSc1ccc(NC(=O)N(O)C(C)C)cc1. RXN SMILES: [CH3:14][S:15][c:16]1[cH:17][cH:18][c:19]([N:22]=[C:23]=[O:24])[cH:20][cH:21]1.[CH3:26][CH2:27][O:28][C:29](=[O:30])[CH3:31].[CH3:7][CH2:8][O:9][CH2:10][CH3:11].[CH:2]([CH3:3])([CH3:4])[NH:5][OH:6].[ClH:1].[Na+:13].[OH-:12].[OH2:25]>>[CH:2]([CH3:3])([CH3:4])[N:5]([OH:6])[C:23]([NH:22][c:19]1[cH:18][cH:17][c:16]([S:15][CH3:14])[cH:21][cH:20]1)=[O:24]. Starting materials: CSc1ccc(N=C=O)cc1, CCOC(C)=O, CCOCC, CC(C)NO, Cl, [Na+], [OH-], O. Starting materials: [H-].[Na+] (sodium hydride), FC1=NC=CC(=C1)I (2-Fluoro-4-iodopyridine), CN(C)C=O (DMF), COC1=CC=C(CO)C=C1 (4-methoxybenzyl alcohol). Run in O (Water). Conditions: time 30 minute. Yields the product IC1=CC(=NC=C1)OCC1=CC=C(C=C1)OC (4-iodo-2-(4-methoxybenzyloxy)pyridine). Isolated yield 68.4%. As a reaction SMILES: [H-].[Na+].CN(C=O)C.[CH3:8][O:9][C:10]1[CH:17]=[CH:16][C:13]([CH2:14][OH:15])=[CH:12][CH:11]=1.F[C:19]1[CH:24]=[C:23]([I:25])[CH:22]=[CH:21][N:20]=1>O>[I:25][C:23]1[CH:22]=[CH:21][N:20]=[C:19]([O:15][CH2:14][C:13]2[CH:16]=[CH:17][C:10]([O:9][CH3:8])=[CH:11][CH:12]=2)[CH:24]=1 |f:0.1|. Procedure details: With cooling with ice, sodium hydride (60% oily, 4.93 g, 0.188 mmol) was added to a DMF (250 mL) solution of 4-methoxybenzyl alcohol (17.04 g), and stirred for 30 minutes. 2-Fluoro-4-iodopyridine (25.0 g) was added, and stirred at room temperature for 2 hours. Water was added to the reaction liquid, and extracted with diethyl ether. The organic layer was washed with saturated saline, and dried with anhydrous magnesium sulfate. The solvent was concentrated under reduced pressure, then diisopropyl... Starting materials: NC1=C(OC2=C(C(=O)O)C=C(C=C2)C(CC)(C)C)C=CC(=C1)C(F)(F)F (2-(amino-4-trifluoromethylphenoxy)-5-(1,1-dimethylpropyl)benzoic acid), C1(=CC=CC=C1)C(=[N+]=[N-])C1=CC=CC=C1 (diphenyldiazomethane). The solvent is C1(=CC=CC=C1)C (toluene). Reaction conditions: temperature 50 celsius, time 4 hour. Yields the product C(C1=CC=CC=C1)(C1=CC=CC=C1)O.NC1=C(OC2=C(C(=O)[O-])C=C(C=C2)C(CC)(C)C)C=CC(=C1)C(F)(F)F (Benzhydrol 2-(2-amino-4-trifluoromethylphenoxy)-5-(1,1-dimethylpropyl)benzoate). RXN SMILES: [NH2:1][C:2]1[CH:22]=[C:21]([C:23]([F:26])([F:25])[F:24])[CH:20]=[CH:19][C:3]=1[O:4][C:5]1[CH:13]=[CH:12][C:11]([C:14]([CH3:18])([CH3:17])[CH2:15][CH3:16])=[CH:10][C:6]=1[C:7]([OH:9])=[O:8].[C:27]1([C:33]([C:36]2[CH:41]=[CH:40][CH:39]=[CH:38][CH:37]=2)=[N+]=[N-])[CH:32]=[CH:31][CH:30]=[CH:29][CH:28]=1>C1(C)C=CC=CC=1>[CH:33]([OH:4])([C:36]1[CH:41]=[CH:40][CH:39]=[CH:38][CH:37]=1)[C:27]1[CH:32]=[CH:31][CH:30]=[CH:29][CH:28]=1.[NH2:1][C:2]1[CH:22]=[C:21]([C:23]([F:24])([F:25])[F:26])[CH:20]=[CH:19][C:3]=1[O:4][C:5]1[CH:13]=[CH:12][C:11]([C:14]([CH3:17])([CH3:18])[CH2:15][CH3:16])=[CH:10][C:6]=1[C:7]([O-:9])=[O:8] |f:3.4|. Procedure: 2-(amino-4-trifluoromethylphenoxy)-5-(1,1-dimethylpropyl)benzoic acid (150 mg, 0.0004 mol) was dissolved in toluene and diphenyldiazomethane was added. The mixture was heated to 50° C., under argon, and stirred for 4 h. The solvents were evaporated and the residue was flash chromatographed (silica gel, ethyl acetate/hexane) to yield the title compound. 1H NMR (250 MHz, CDCl3) δ7.98 (d, 1H), 7.45 (dd, 1H), 7.24 (s, 10H), 6.83-6.98 (m, 4H), 6.65 (d, 1H), 3.93 (s, 2H), 1.64 (s, 2H), 1.29 (s, 6H), 0... Procedure details: 4-Picoline (16.9 ml, 0.174 mol) was added dropwise to a stirred solution of lithium di-isopropylamide (110 ml, 0.22 mol, 2M solution in heptane, ethylbenzene, tetrahydrofuran) in dry tetrahydrofuran (150 ml) at −78° C. After stirring at −78° C. for 15 min a solution of the product of Step 1 (40.0 g, 0.174 mol) in tetrahydrofuran (100 ml) was added dropwise and the reaction allowed to warm to room temperature over 3 hours. The solution was then cooled in ice, saturated ammonium chloride solution ... RXN SMILES: N1C=CC(C)=CC=1.C([N-]C(C)C)(C)C.[Li+].C(OC(=O)NCC(C1N[C:29]([C:41]2[CH:46]=[CH:45][N:44]=[CH:43][CH:42]=2)=[C:30]([C:32]2[CH:37]=[CH:36][C:35]([Cl:38])=[C:34]([O:39][CH3:40])[CH:33]=2)N=1)(C)C)(C)(C)C.[Cl-].[NH4+].[O:50]1CCCC1>>[Cl:38][C:35]1[CH:36]=[CH:37][C:32]([C:30](=[O:50])[CH2:29][C:41]2[CH:46]=[CH:45][N:44]=[CH:43][CH:42]=2)=[CH:33][C:34]=1[O:39][CH3:40] |f:1.2,4.5|. Yields the product ClC1=C(C=C(C=C1)C(CC1=CC=NC=C1)=O)OC (1-(4-Chloro-3-methoxy-phenyl)-2-pyridin-4-yl-ethanone). The yield is 64.0%. Starting materials: C(C)(C)(C)OC(NCC(C)(C)C=1NC(=C(N1)C1=CC(=C(C=C1)Cl)OC)C1=CC=NC=C1)=O ((2-(4-(4-Chloro-3-methoxy-phenyl)-5-pyridin-4-yl-1H-imidazol-2-yl)-2-methyl-propyl)-carbamic acid tert-butyl ester), O1CCCC1 (tetrahydrofuran), [Cl-].[NH4+] (ammonium chloride), N1=CC=C(C=C1)C (4-Picoline), C(C)(C)[N-]C(C)C.[Li+] (lithium di-isopropylamide), O1CCCC1 (tetrahydrofuran). Starting materials: Cl.Cl.Cl.N1C=NC(=C1)CN1CC(N(CC2=C1C=CC(=C2)C=2C=NC=CC2)C(C(F)(F)F)=O)CC2=CC=CC=C2 (2,3,4,5-Tetrahydro-1-(1H-imidazol-4-ylmethyl)-3-(phenylmethyl)-7-(3-pyridinyl)-4-(trifluoroacetyl)-1H-1,4-benzodiazepine, trihydrochloride), Cl.Cl.Cl.Cl.C(#N)C=1C=CC2=C(CN([C@@H](CN2CC=2N=CNC2)CC=2C=NC=CC2)S(=O)(=O)C)C1 ((R)-7-Cyano-2,3,4,5-tetrahydro-1-(1H-imidazol-4-ylmethyl)-3-(pyridin-3-ylmethyl)-4-(methylsulfonyl)-1H-1,4-benzodiazepine, tetrahydrochloride), Cl.N1C=NC(=C1)CN1C[C@H](N(CC2=C1C=CC(=C2)C#N)S(=O)(=O)C)CC2=CC=CC=C2 ((R)-2,3,4,5-Tetrahydro-1-(1H-imidazol-4-ylmethyl)-4-(methylsulfonyl)-3-(phenylmethyl)-1H-1,4-benzodiazepine-7-carbonitrile, monohydrochloride), C1(=CC=CC=C1)S(=O)(=O)Cl (benzenesulfonyl chloride). The product is Cl.Cl.C(#N)C=1C=CC2=C(CN([C@@H](CN2CC=2N=CNC2)CC=2C=NC=CC2)S(=O)(=O)C2=CC=CC=C2)C1 ((R)-7-Cyano-2,3,4,5-tetrahydro-1-[(1H-imidazol-4-yl)methyl]3-(pyridin-3-ylmethyl)-4-(phenylsulfonyl)-1H-1,4-benzodiazepine, dihydrochloride). Isolated yield 2.0%. Reaction SMILES: [ClH:1].Cl.Cl.N1C=C(CN2C3C=CC(C4C=NC=CC=4)=CC=3CN(C(=O)C(F)(F)F)C(CC3C=CC=CC=3)C2)N=C1.Cl.N1C=C(CN2C3C=CC(C#N)=CC=3CN(S(C)(=O)=O)[C@H](CC3C=CC=CC=3)C2)N=C1.[C:71]1([S:77]([Cl:80])(=[O:79])=[O:78])[CH:76]=[CH:75][CH:74]=[CH:73][CH:72]=1.Cl.Cl.Cl.Cl.[C:85]([C:87]1[CH:88]=[CH:89][C:90]2[N:96]([CH2:97][C:98]3[N:99]=[CH:100][NH:101][CH:102]=3)[CH2:95][C@@H:94]([CH2:103][C:104]3[CH:105]=[N:106][CH:107]=[CH:108][CH:109]=3)[N:93](S(C)(=O)=O)[CH2:92][C:91]=2[CH:114]=1)#[N:86]>>[ClH:80].[ClH:1].[C:85]([C:87]1[CH:88]=[CH:89][C:90]2[N:96]([CH2:97][C:98]3[N:99]=[CH:100][NH:101][CH:102]=3)[CH2:95][C@@H:94]([CH2:103][C:104]3[CH:105]=[N:106][CH:107]=[CH:108][CH:109]=3)[N:93]([S:77]([C:71]3[CH:76]=[CH:75][CH:74]=[CH:73][CH:72]=3)(=[O:79])=[O:78])[CH2:92][C:91]=2[CH:114]=1)#[N:86] |f:0.1.2.3,4.5,7.8.9.10.11,12.13.14|. Reported procedure: Example 375 was prepared as a solid in 2% yield from Compound B of Example 350 as described for Compound C of Example 350 using benzenesulfonyl chloride, and Compound D of Example 350. Run in CN(C)C=O (DMF). Reactants: C(C)(C)(C)OC(=O)N1CCC2(CC(NC2=O)=O)CC1 (1,3-dioxo-2,8-diaza-spiro[4.5]decane-8-carboxylic acid tert-butyl ester), BrCCOC1OCCCC1 (2-(2-bromoethoxy)-tetrahydro-2H-pyrane), C([O-])([O-])=O.[K+].[K+] (potassium carbonate). Yield: 109.1%. Procedure details: To a suspension of 1,3-dioxo-2,8-diaza-spiro[4.5]decane-8-carboxylic acid tert-butyl ester (1.0 g, 3.7 mmol) in DMF (12 ml), 2-(2-bromoethoxy)-tetrahydro-2H-pyrane (0.62 ml, 4.1 mmol) and potassium carbonate (0.62 g, 4.5 mmol) are added at ambient temperature and the mixture is stirred for overnight at room temperature. The reaction mixture is quenched with water and extracted with ethyl acetate. The combined extracts are washed with brine and dried over sodium sulfate, filtrated. The solvent is... Product: C(C)(C)(C)OC(=O)N1CCC2(CC(N(C2=O)CCOC2OCCCC2)=O)CC1 (1,3-dioxo-2-[2-(tetrahydro-pyran-2-yloxy)-ethyl]-2,8-diaza-spiro[4.5]decane-8-carboxylic acid tert-butyl ester). Conditions: time 8 hour. As a reaction SMILES: [C:1]([O:5][C:6]([N:8]1[CH2:19][CH2:18][C:11]2([C:15](=[O:16])[NH:14][C:13](=[O:17])[CH2:12]2)[CH2:10][CH2:9]1)=[O:7])([CH3:4])([CH3:3])[CH3:2].Br[CH2:21][CH2:22][O:23][CH:24]1[CH2:29][CH2:28][CH2:27][CH2:26][O:25]1.C(=O)([O-])[O-].[K+].[K+]>CN(C=O)C>[C:1]([O:5][C:6]([N:8]1[CH2:9][CH2:10][C:11]2([C:15](=[O:16])[N:14]([CH2:21][CH2:22][O:23][CH:24]3[CH2:29][CH2:28][CH2:27][CH2:26][O:25]3)[C:13](=[O:17])[CH2:12]2)[CH2:18][CH2:19]1)=[O:7])([CH3:4])([CH3:2])[CH3:3] |f:2.3.4|. Starting materials: C1(=CC=CC=C1)C1(CCCC1)C(=O)O (1-phenylcyclopentanecarboxylic acid), CC(C(C(=O)N[C@H]1CC[C@H]2CN(C[C@H]21)CC2=CC(=CC=C2)C(F)(F)F)C2=CC=CC=C2)C (3-methyl-2-phenyl-N-{(3aS*,4S*,6aR*)-2-[3-(trifluoromethyl)benzyl]octahydrocyclopenta[c]pyrrol-4-yl}butanamide), C(C1=CC=CC=C1)N1C[C@H]2[C@@H](C1)C(CC2)N ((3aS*,6aR*)-2-benzyloctahydrocyclopenta[c]pyrrol-4-amine). Product: FC(C=1C=C(CN2C[C@H]3[C@@H](C2)[C@H](CC3)NC(=O)C3CCCCCC3)C=CC1)(F)F (N-{(3aS*,4S*,6aR*)-2-[3-(trifluoromethyl)benzyl]octahydrocyclopenta[c]pyrrol-4-yl}cycloheptanecarboxamide). Reaction SMILES: C1(C2(C(O)=O)CCCC2)C=CC=CC=1.[CH3:15][CH:16](C)[CH:17]([C:40]1C=C[CH:43]=[CH:42][CH:41]=1)[C:18]([NH:20][C@@H:21]1[C@H:28]2[C@H:24]([CH2:25][N:26]([CH2:29][C:30]3[CH:35]=[CH:34][CH:33]=[C:32]([C:36]([F:39])([F:38])[F:37])[CH:31]=3)[CH2:27]2)[CH2:23][CH2:22]1)=[O:19].C(N1C[C@H]2C(N)CC[C@H]2C1)C1C=CC=CC=1>>[F:37][C:36]([F:38])([F:39])[C:32]1[CH:31]=[C:30]([CH:35]=[CH:34][CH:33]=1)[CH2:29][N:26]1[CH2:27][C@H:28]2[C@@H:21]([NH:20][C:18]([CH:17]3[CH2:16][CH2:15][CH2:43][CH2:42][CH2:41][CH2:40]3)=[O:19])[CH2:22][CH2:23][C@H:24]2[CH2:25]1. Procedure: The title compound was prepared by substituting cycloheptanecarboxylic acid for 1-phenylcyclopentanecarboxylic acid and (3aS*,4S*,6aR*)-2-(3-(trifluoromethyl)benzyl)octahydrocyclopenta[c]pyrrol-4-amine from Example 122 Step E for (3aS*,6aR*)-2-benzyloctahydrocyclopenta[c]pyrrol-4-amine in the procedure described for Example 1: 1H NMR (500 MHz, pyridine-d5) δ ppm 7.79 (d, J=6.9, 1H), 7.71 (s, 1H), 7.62 (d, J=7.7, 1H), 7.56 (s, 1H), 7.47 (t, J=7.7, 1H), 4.48-4.40 (m, 1H), 3.54 (d, J=13.2, 1H), 3.4... The reactants are NCCCCNC(=O)N1CCC(C2=C(C1)C=CC=C2)CC(=O)OC (methyl 2-(2-(N-(4-aminobut-1-yl) carbamoyl)-1H,3H,4H-5H-benzo[e]azapin-5-yl)acetate), CC(C)N=C=O (2-propyl isocyanate), [OH-].[Na+] (sodium hydroxide). The solvent is C(C)(=O)OCC (ethyl acetate). Conditions: temperature 60 celsius. The product is CC(C)NC(=O)NCCCCNC(=O)N1CCC(C2=C(C1)C=CC=C2)CC(=O)O (2-(2-(N-(4-(2-propylcarbamoyl)aminobut-1-yl) carbamoyl)-1H,3H,4H-5H-benzo[e]azapin-5-yl)acetic acid). As a reaction SMILES: [NH2:1][CH2:2][CH2:3][CH2:4][CH2:5][NH:6][C:7]([N:9]1[CH2:15][C:14]2[CH:16]=[CH:17][CH:18]=[CH:19][C:13]=2[CH:12]([CH2:20][C:21]([O:23]C)=[O:22])[CH2:11][CH2:10]1)=[O:8].[CH3:25][CH:26]([N:28]=[C:29]=[O:30])[CH3:27].[OH-].[Na+]>C(OCC)(=O)C>[CH3:25][CH:26]([NH:28][C:29]([NH:1][CH2:2][CH2:3][CH2:4][CH2:5][NH:6][C:7]([N:9]1[CH2:15][C:14]2[CH:16]=[CH:17][CH:18]=[CH:19][C:13]=2[CH:12]([CH2:20][C:21]([OH:23])=[O:22])[CH2:11][CH2:10]1)=[O:8])=[O:30])[CH3:27] |f:2.3|. Reported procedure: A solution of methyl 2-(2-(N-(4-aminobut-1-yl) carbamoyl)-1H,3H,4H-5H-benzo[e]azapin-5-yl)acetate and 2-propyl isocyanate (1 eq) in ethyl acetate (2 mL) was heated at 60° C. for 48 hrs. The solvent was removed in vacuo and the residue was dissolved in methanol (0.1M) and 1N sodium hydroxide (3 eq). The mixture was heated at 60° C. for 24 hrs. The product was purified by preparative HPLC as a white solid (TFA salt, 55.5 mg, 59%): EI-MS m/z 405 (M+H); 1H-NMR (400 MHz, MeOH-d4): 7.29-7.14 (m, 4H), ...